The task is: describe an organic reaction: reactants, conditions, products, and yield. This data is from the Open Reaction Database (ORD), a public repository of structured organic reaction records. Starting materials: O=C([O-])O, CCOC(C)=O, CCN(CCC(=O)OC(C)(C)C)C(=O)c1ccc(C(F)(F)F)cc1CN(Cc1cc(C(F)(F)F)cc(C(F)(F)F)c1)c1ncc(N2CCOCC2)cn1, [Na+]. Yields the product CCN(CCC(=O)O)C(=O)c1ccc(C(F)(F)F)cc1CN(Cc1cc(C(F)(F)F)cc(C(F)(F)F)c1)c1ncc(N2CCOCC2)cn1. As a reaction SMILES: [C:54](=[O:55])([OH:56])[O-:57].[CH3:59][CH2:60][O:61][C:62](=[O:63])[CH3:64].[F:1][C:2]([c:3]1[cH:4][c:5]([CH2:6][N:7]([c:8]2[n:9][cH:10][c:11]([N:14]3[CH2:15][CH2:16][O:17][CH2:18][CH2:19]3)[cH:12][n:13]2)[CH2:20][c:21]2[c:22]([C:23](=[O:24])[N:25]([CH2:26][CH2:27][C:28](=[O:29])[O:30][C:31]([CH3:32])([CH3:33])[CH3:34])[CH2:35][CH3:36])[cH:37][cH:38][c:39]([C:41]([F:42])([F:43])[F:44])[cH:40]2)[cH:45][c:46]([C:48]([F:49])([F:50])[F:51])[cH:47]1)([F:52])[F:53].[Na+:58]>>[F:1][C:2]([c:3]1[cH:4][c:5]([CH2:6][N:7]([c:8]2[n:9][cH:10][c:11]([N:14]3[CH2:15][CH2:16][O:17][CH2:18][CH2:19]3)[cH:12][n:13]2)[CH2:20][c:21]2[c:22]([C:23](=[O:24])[N:25]([CH2:26][CH2:27][C:28](=[O:29])[OH:30])[CH2:35][CH3:36])[cH:37][cH:38][c:39]([C:41]([F:42])([F:43])[F:44])[cH:40]2)[cH:45][c:46]([C:48]([F:49])([F:50])[F:51])[cH:47]1)([F:52])[F:53]. Reactants: ClC=1SC2=C(N1)C=CC(=C2)OC (2-chloro-6-methoxybenzo[d]thiazole), C1(CCCCC1)CN (cyclohexylmethanamine), CCN(C(C)C)C(C)C (DIPEA), C(C)(=O)OCC (ethyl acetate). Solvent: CN1CCCC1=O (NMP). Conditions: temperature 107.5 celsius, time 66 hour. Product: C1(CCCCC1)CNC=1SC2=C(N1)C=CC(=C2)OC (N-(cyclohexylmethyl)-6-methoxybenzo[d]thiazol-2-amine). Isolated yield 94.9%. RXN SMILES: Cl[C:2]1[S:3][C:4]2[CH:10]=[C:9]([O:11][CH3:12])[CH:8]=[CH:7][C:5]=2[N:6]=1.[CH:13]1([CH2:19][NH2:20])[CH2:18][CH2:17][CH2:16][CH2:15][CH2:14]1.CCN(C(C)C)C(C)C.C(OCC)(=O)C>CN1C(=O)CCC1>[CH:13]1([CH2:19][NH:20][C:2]2[S:3][C:4]3[CH:10]=[C:9]([O:11][CH3:12])[CH:8]=[CH:7][C:5]=3[N:6]=2)[CH2:18][CH2:17][CH2:16][CH2:15][CH2:14]1. Procedure details: To the solution of 2-chloro-6-methoxybenzo[d]thiazole (900 mg, 4.5 mmol) in 4.5 ml of NMP was added cyclohexylmethanamine (865 mg, 7.65 mmol) and DIPEA (1.57 ml, 9.0 mmol). The reaction solution was stirred at 105-110° C. for 66 hours. The reaction was worked up by adding 250 ml ethyl acetate and washed with 2×60 ml of saturated NaHCO3, 3×60 ml water, 1×60 ml saturated NaCl, dried with sodium sulfate, filtered and concentrated in vacuo to give N-(cyclohexylmethyl)-6-methoxybenzo[d]thiazol-2-amin... Starting materials: CO, CN1CCCC1=O, Cn1c(=O)c(Oc2ccccc2F)cc2cnc(S(C)(=O)=O)nc21, CC(C)C(N)CO, O. Product: CC(C)C(CO)Nc1ncc2cc(Oc3ccccc3F)c(=O)n(C)c2n1. Reaction SMILES: [CH3:33][OH:34].[CH3:35][N:36]1[CH2:37][CH2:38][CH2:39][C:40]1=[O:41].[F:1][c:2]1[c:3]([O:4][c:5]2[cH:6][c:7]3[c:8]([n:9][c:10]([S:13]([CH3:14])(=[O:15])=[O:16])[n:11][cH:12]3)[n:17]([CH3:20])[c:18]2=[O:19])[cH:21][cH:22][cH:23][cH:24]1.[NH2:25][CH:26]([CH2:27][OH:28])[CH:29]([CH3:30])[CH3:31].[OH2:32]>>[F:1][c:2]1[c:3]([O:4][c:5]2[cH:6][c:7]3[c:8]([n:9][c:10]([NH:25][CH:26]([CH2:27][OH:28])[CH:29]([CH3:30])[CH3:31])[n:11][cH:12]3)[n:17]([CH3:20])[c:18]2=[O:19])[cH:21][cH:22][cH:23][cH:24]1.